The task is: describe an organic reaction: reactants, conditions, products, and yield. This data is from the Open Reaction Database (ORD), a public repository of structured organic reaction records. Reactants: BrCc1ccc2ccccc2c1, COc1ccc(C=O)cc1O. The product is COc1ccc(C=O)cc1OCc1ccc2ccccc2c1. As a reaction SMILES: [Br:1][CH2:2][c:3]1[cH:4][c:5]2[cH:6][cH:7][cH:8][cH:9][c:10]2[cH:11][cH:12]1.[OH:13][c:14]1[cH:15][c:16]([CH:17]=[O:18])[cH:19][cH:20][c:21]1[O:22][CH3:23]>>[CH2:2]([c:3]1[cH:4][c:5]2[cH:6][cH:7][cH:8][cH:9][c:10]2[cH:11][cH:12]1)[O:13][c:14]1[cH:15][c:16]([CH:17]=[O:18])[cH:19][cH:20][c:21]1[O:22][CH3:23]. The reactants are C(C1=CC=CC=C1)NC=1C=C2C(=CNC2=CC1)C1CN(CC1)C (5-benzylamino-3-(N-methylpyrrolidin-3-yl)-1H-indole), C(=O)[O-].[NH4+] (ammonium formate). Reagents/catalysts: [Pd] (Pd on carbon). The solvent is C(C)O (ethanol). Yields the product NC=1C=C2C(=CNC2=CC1)C1CN(CC1)C (5-Amino-3-(N-methylpyrrolidin-3-yl)-1H-indole). Yield: 16.4%. As a reaction SMILES: C([NH:8][C:9]1[CH:10]=[C:11]2[C:15](=[CH:16][CH:17]=1)[NH:14][CH:13]=[C:12]2[CH:18]1[CH2:22][CH2:21][N:20]([CH3:23])[CH2:19]1)C1C=CC=CC=1.C([O-])=O.[NH4+]>C(O)C.[Pd]>[NH2:8][C:9]1[CH:10]=[C:11]2[C:15](=[CH:16][CH:17]=1)[NH:14][CH:13]=[C:12]2[CH:18]1[CH2:22][CH2:21][N:20]([CH3:23])[CH2:19]1 |f:1.2|. Procedure details: A mixture of 5-benzylamino-3-(N-methylpyrrolidin-3-yl)-1H-indole (7.80 g, 25.5 mmol), ammonium formate (16.10 g, 255 mmol, 10 eq), and 10% Pd on carbon (0.78 g) in absolute ethanol (250 mL) was heated at reflux under nitrogen for 1 hour. Reaction filtered, and filtrate evaporated under reduced pressure. The residual oil was column chromatographed using silica gel (approximately 200 g) and elution with 0.3% triethylamine in methanol to afford the title compound (0.90 g, 16%) as a pale yellow oil:... Reactants: C1(=CC=CC=C1)CNC(=O)NC(C(=O)N)CC(=O)N (2-[(phenylmethylcarbamoyl)amino]-butanediamide), amine, N-hydroxysuccinimide ester, N1=C(C=CC2=CC=CC=C12)C(=O)[O-] (2-quinoline carboxylate), C(C)O (ethanol). Reagents/catalysts: [Pd] (palladium on carbon). Solvent: ClCCl (dichloromethane). Product: N1=C(C=CC2=CC=CC=C12)C(=O)NC(C(=O)N)CC(=O)N (2-[(2-quinolinylcarbonyl)amino]-butanediamide). As a reaction SMILES: C1(CNC([NH:11][CH:12]([CH2:16][C:17]([NH2:19])=[O:18])[C:13]([NH2:15])=[O:14])=O)C=CC=CC=1.C(O)C.[N:23]1[C:32]2[C:27](=[CH:28][CH:29]=[CH:30][CH:31]=2)[CH:26]=[CH:25][C:24]=1[C:33]([O-:35])=O>[Pd].ClCCl>[N:23]1[C:32]2[C:27](=[CH:28][CH:29]=[CH:30][CH:31]=2)[CH:26]=[CH:25][C:24]=1[C:33]([NH:11][CH:12]([CH2:16][C:17]([NH2:19])=[O:18])[C:13]([NH2:15])=[O:14])=[O:35]. Reported procedure: A solution of [1S-[1R*(R*),2S*]]-N1[3-[[[(1,1-dimethylethyl)amino]carbonyl]n-butyl)amino]-2-hydroxy-1-(phenylmethy)propyl]-2-[(phenylmethylcarbamoyl)amino]-butanediamide (1.03 g, 1.77 mmol) in 40 mL of abs. ethanol is then deprotected by hydrogenolysis in the presence of 10% palladium on carbon catalyst to give, after filtration and concentration, the free amine (428 mg) which was coupled with N-hydroxysuccinimide ester of 2-quinoline carboxylate (270 mg, 1.0 mmol) in dichloromethane for 16 h to... Reactants: COc1ccc(CNc2nccc(Oc3ccc(NC(=O)CC(=O)Nc4ccc(F)cc4)cc3F)n2)cc1, NC(=O)c1cc(Cl)ccn1, Nc1cc(F)c(O)c(F)c1. Yields the product NC(=O)c1cc(Oc2c(F)cc(N)cc2F)ccn1. As a reaction SMILES: [CH3:11][O:12][c:13]1[cH:14][cH:15][c:16]([CH2:17][NH:18][c:19]2[n:20][c:21]([O:22][c:23]3[cH:24][cH:25][c:26]([NH:27][C:28](=[O:29])[CH2:30][C:31]([NH:32][c:33]4[cH:34][cH:35][c:36]([F:37])[cH:38][cH:39]4)=[O:40])[cH:41][c:42]3[F:43])[cH:44][cH:45][n:46]2)[cH:47][cH:48]1.[Cl:1][c:2]1[cH:3][c:4]([C:8](=[O:9])[NH2:10])[n:5][cH:6][cH:7]1.[NH2:49][c:50]1[cH:51][c:52]([F:58])[c:53]([OH:57])[c:54]([F:56])[cH:55]1>>[c:2]1([O:57][c:53]2[c:52]([F:58])[cH:51][c:50]([NH2:49])[cH:55][c:54]2[F:56])[cH:3][c:4]([C:8](=[O:9])[NH2:10])[n:5][cH:6][cH:7]1. Starting materials: CCC(C)N, Cc1c(C(F)(F)F)cc([N+](=O)[O-])c(Cl)c1[N+](=O)[O-], c1ccccc1. The product is CCC(C)Nc1c([N+](=O)[O-])cc(C(F)(F)F)c(C)c1[N+](=O)[O-]. As a reaction SMILES: [CH:19]([CH3:20])([CH2:21][CH3:22])[NH2:23].[Cl:1][c:2]1[c:3]([N+:16](=[O:17])[O-:18])[cH:4][c:5]([C:12]([F:13])([F:14])[F:15])[c:6]([CH3:11])[c:7]1[N+:8](=[O:9])[O-:10].[cH:24]1[cH:25][cH:26][cH:27][cH:28][cH:29]1>>[c:2]1([NH:23][CH:19]([CH3:20])[CH2:21][CH3:22])[c:3]([N+:16](=[O:17])[O-:18])[cH:4][c:5]([C:12]([F:13])([F:14])[F:15])[c:6]([CH3:11])[c:7]1[N+:8](=[O:9])[O-:10]. The reactants are C(C1=CC=CC=C1)OC1=CC(N(C=C1)CC1=CC(=CC=C1)F)=O (4-(benzyloxy)-1-(3-fluorobenzyl)pyridin-2(1H)-one), IN1C(CCC1=O)=O (N-iodosuccinimide). The solvent is C(C)#N (acetonitrile). Conditions: temperature 65 celsius. Yields the product C(C1=CC=CC=C1)OC1=C(C(N(C=C1)CC1=CC(=CC=C1)F)=O)C#C (4-(benzyloxy)-3-ethynyl-1-(3-fluorobenzyl)pyridin-2(1H)-one). Isolated yield 118.3%. RXN SMILES: [CH2:1]([O:8][C:9]1[CH:14]=[CH:13][N:12]([CH2:15][C:16]2[CH:21]=[CH:20][CH:19]=[C:18]([F:22])[CH:17]=2)[C:11](=[O:23])[CH:10]=1)[C:2]1[CH:7]=[CH:6][CH:5]=[CH:4][CH:3]=1.IN1C(=O)C[CH2:27][C:26]1=O>C(#N)C>[CH2:1]([O:8][C:9]1[CH:14]=[CH:13][N:12]([CH2:15][C:16]2[CH:21]=[CH:20][CH:19]=[C:18]([F:22])[CH:17]=2)[C:11](=[O:23])[C:10]=1[C:26]#[CH:27])[C:2]1[CH:7]=[CH:6][CH:5]=[CH:4][CH:3]=1. Procedure: A mixture of 4-(benzyloxy)-1-(3-fluorobenzyl)pyridin-2(1H)-one (4.83 g, 15.6 mmol) in anhydrous acetonitrile (55 mL) and N-iodosuccinimide (NIS, 3.86 g, 17.1 mmol) was heated at 65° C. under nitrogen for 4 hours. The reaction mixture was concentrated under reduced pressure and the residue was purified by flash chromatography (silica gel) using ethyl acetate/hexane (1:1 v:v). The appropriate fractions were collected according to ES MS (M+H 436) and washed with Na2SO3 to remove the color impuritie... Starting materials: [Li+].CC(C)[N-]C(C)C (LDA), [Si](C)(C)(C(C)(C)C)N1[C@@H](CC1=O)C(=O)O ((S)-1-(tert-butyldimethylsilyl)-4-oxoazetidine-2-carboxylic acid), CC(C)C1=CC(=C(C(=C1)C(C)C)S(=O)(=O)N=[N+]=[N-])C(C)C (trisyl azide), N1CCC1 (azetidine). The solvent is C1CCOC1 (THF), C1CCOC1 (THF), C1CCOC1 (THF), C1CCOC1 (THF). Reaction conditions: temperature -10 celsius, time 30 minute. The product is N(=[N+]=[N-])[C@@H]1[C@H](N(C1=O)[Si](C)(C)C(C)(C)C)C(=O)O ((2S,3R)-3-azido-1-(tert-butyldimethylsilyl)-4-oxoazetidine-2-carboxylic acid). RXN SMILES: [Li+].CC([N-]C(C)C)C.[Si:9]([N:16]1[C:19](=[O:20])[CH2:18][C@H:17]1[C:21]([OH:23])=[O:22])([C:12]([CH3:15])([CH3:14])[CH3:13])([CH3:11])[CH3:10].N1CCC1.CC(C1C=C(C(C)C)C(S([N:43]=[N+:44]=[N-:45])(=O)=O)=C(C(C)C)C=1)C>C1COCC1>[N:43]([C@H:18]1[C:19](=[O:20])[N:16]([Si:9]([C:12]([CH3:15])([CH3:14])[CH3:13])([CH3:11])[CH3:10])[C@@H:17]1[C:21]([OH:23])=[O:22])=[N+:44]=[N-:45] |f:0.1|. Reported procedure: To LDA (1.8M, 4.99 mL) and THF (10 mL) at −78° C. was added dropwise (S)-1-t-butyldimethylsilyl-4-oxo-2-azetidinecarboxylic acid (4, 1.0 g) in THF (15 mL). The resulting solution was warmed to −30° C. or −10° C. for 30 min. If a slurry formed, additional THF was added to solublize the azetidine. After 30 min., the solution was cooled to −78° C. A pre-cooled solution (−10° C.) of trisyl azide (1.61 g) in THF (10 mL) was added slowly. The reaction mixture was stirred for one hour before quenching ... Starting materials: COC(=O)C1(Sc2cc(N=C=S)c(F)cc2Cl)CC1, CCO, C1CCNNC1. Yields the product COC(=O)C1(Sc2cc(NC(=S)N3CCCCN3)c(F)cc2Cl)CC1. RXN SMILES: [CH3:1][O:2][C:3](=[O:4])[C:5]1([S:8][c:9]2[c:10]([Cl:19])[cH:11][c:12]([F:18])[c:13]([N:15]=[C:16]=[S:17])[cH:14]2)[CH2:6][CH2:7]1.[CH3:26][CH2:27][OH:28].[NH:20]1[NH:21][CH2:22][CH2:23][CH2:24][CH2:25]1>>[CH3:1][O:2][C:3](=[O:4])[C:5]1([S:8][c:9]2[c:10]([Cl:19])[cH:11][c:12]([F:18])[c:13]([NH:15][C:16](=[S:17])[N:20]3[NH:21][CH2:22][CH2:23][CH2:24][CH2:25]3)[cH:14]2)[CH2:6][CH2:7]1.